This data is from the Open Reaction Database (ORD), a public repository of structured organic reaction records. The task is: describe an organic reaction: reactants, conditions, products, and yield The reactants are O=C([O-])[O-], COc1ccc(S)cc1, Cc1ccc(S(=O)(=O)OCC2CCC(=O)N2)cc1, CCOC(C)=O, CC#N, [Cs+], [Cs+], O. Product: COc1ccc(SCC2CCC(=O)N2)cc1. RXN SMILES: [C:28](=[O:29])([O-:30])[O-:31].[CH3:19][O:20][c:21]1[cH:22][cH:23][c:24]([SH:27])[cH:25][cH:26]1.[CH3:1][c:2]1[cH:3][cH:4][c:5]([S:6]([O:7][CH2:12][CH:13]2[NH:14][C:15](=[O:18])[CH2:16][CH2:17]2)(=[O:8])=[O:9])[cH:10][cH:11]1.[CH3:34][CH2:35][O:36][C:37]([CH3:38])=[O:39].[CH3:40][C:41]#[N:42].[Cs+:32].[Cs+:33].[OH2:43]>>[CH2:12]([CH:13]1[NH:14][C:15](=[O:18])[CH2:16][CH2:17]1)[S:27][c:24]1[cH:23][cH:22][c:21]([O:20][CH3:19])[cH:26][cH:25]1. Starting materials: C[C@@H]1CNC[C@@H](O1)C (cis-2,6-Dimethylmorpholine), C(C)(C)(C)C1=CC=C(S1)C1C(C1)C(=O)Cl (2-(5-t-butylthiophen-2-yl)-cyclopropanecarbonyl chloride), O (water). The solvent is [Na] (sodium). Reaction conditions: temperature 20 celsius, time 3 hour. The product is C(C)(C)(C)C1=CC=C(S1)C1C(C1)C(=O)N1C[C@H](O[C@H](C1)C)C (2-(5-t-butylthiophen-2-yl)-cyclopropanecarbonyl-2,6-cis-dimethylmorpholine). As a reaction SMILES: [CH3:1][C@H:2]1[O:7][C@@H:6]([CH3:8])[CH2:5][NH:4][CH2:3]1.[C:9]([C:13]1[S:17][C:16]([CH:18]2[CH2:20][CH:19]2[C:21](Cl)=[O:22])=[CH:15][CH:14]=1)([CH3:12])([CH3:11])[CH3:10].O>[Na]>[C:9]([C:13]1[S:17][C:16]([CH:18]2[CH2:20][CH:19]2[C:21]([N:4]2[CH2:5][C@H:6]([CH3:8])[O:7][C@H:2]([CH3:1])[CH2:3]2)=[O:22])=[CH:15][CH:14]=1)([CH3:12])([CH3:10])[CH3:11] |^1:24|. Reported procedure: cis-2,6-Dimethylmorpholine (6.6 g, 0.057 mol) was added dropwise to a solution of 2-(5-t-butylthiophen-2-yl)-cyclopropanecarbonyl chloride (2.50 g, 0.01 mol) in sodium dried ether (20 ml) at 10° C. and after complete addition the solution was stirred at 20° C. for 3 hours. The reaction mixture was poured into water and extracted with diethyl ether (2×75 ml). The ethereal extracts were washed with water, dried over anhydrous sodium sulphate, and the solvent removed to give 2-(5-t-butylthiophen-2-... Reactants: BrC1=C(C=C(C(=C1)F)OCC1=CC(=C(C=C1)C(F)(F)F)Cl)F (1-bromo-4-(3-chloro-4-(trifluoromethyl)benzyloxy)-2,5-difluorobenzene), trans-bis(acetate), O1CCOCC1 (1,4-dioxane), F[B-](F)(F)F.C(C)(C)(C)[PH+](C(C)(C)C)C(C)(C)C (tri-tertbutylphosphonium tetrafluoroborate), S(=O)(=O)(O)[O-].[K+] (Potassium hydrogen sulphate), 1,8-diazobicylco[5.4.0]undec-7-ene, (o-(di-o-tolylphosphino)benzyl]dipalladium (II), CS(=O)(=O)N (methanesulphonamide). The reagents and catalysts are [C-]#[O+].[C-]#[O+].[C-]#[O+].[C-]#[O+].[C-]#[O+].[C-]#[O+].[Mo] (molybdenumhexacarbonyl). The solvent is C(Cl)Cl (DCM). Conditions: temperature 140 celsius. Yields the product ClC=1C=C(COC2=CC(=C(C(=O)NS(=O)(=O)C)C=C2F)F)C=CC1C(F)(F)F (4-(3-Chloro-4-(trifluoromethyl)benzyloxy)-2,5-difluoro-N-(methylsulfonyl)benzamide). Yield: 26.0%. Reaction SMILES: Br[C:2]1[CH:7]=[C:6]([F:8])[C:5]([O:9][CH2:10][C:11]2[CH:16]=[CH:15][C:14]([C:17]([F:20])([F:19])[F:18])=[C:13]([Cl:21])[CH:12]=2)=[CH:4][C:3]=1[F:22].F[B-](F)(F)F.C([PH+](C(C)(C)C)C(C)(C)C)(C)(C)C.[CH3:41][S:42]([NH2:45])(=[O:44])=[O:43].S([O-])(O)(=O)=O.[K+].[O:52]1CCOC[CH2:53]1>C(Cl)Cl.[C-]#[O+].[C-]#[O+].[C-]#[O+].[C-]#[O+].[C-]#[O+].[C-]#[O+].[Mo]>[Cl:21][C:13]1[CH:12]=[C:11]([CH:16]=[CH:15][C:14]=1[C:17]([F:20])([F:19])[F:18])[CH2:10][O:9][C:5]1[C:6]([F:8])=[CH:7][C:2]([C:53]([NH:45][S:42]([CH3:41])(=[O:44])=[O:43])=[O:52])=[C:3]([F:22])[CH:4]=1 |f:1.2,4.5,8.9.10.11.12.13.14|. Procedure details: To a solution of 1-bromo-4-(3-chloro-4-(trifluoromethyl)benzyloxy)-2,5-difluorobenzene (Preparation 19, 200 mg, 0.50 mmol) in 1,4-dioxane (2.0 mL) were added molybdenumhexacarbonyl (142 mg, 0.50 mmol), trans-bis(acetate)bis[(o-(di-o-tolylphosphino)benzyl]dipalladium (II) (23 mg, 0.025 mmol), tri-tertbutylphosphonium tetrafluoroborate (14 mg, 0.050 mmol), 1,8-diazobicylco[5.4.0]undec-7-ene (223 μL, 1.49 mmol) and methanesulphonamide (142 mg, 1.49 mmol). The reaction mixture was heated in the micr... Starting materials: FC(C=1C=C(C=C(C1)C(F)(F)F)[C@@H]1[C@@H](N(C(O1)=O)CC1=NC(=NC=C1C=1C(=NC=C(C1)Cl)OC)N1CC(C1)F)C)(F)F ((4S,5R)-5-[3,5-Bis(trifluoromethyl)phenyl]-3-{[5-(5-chloro-2-methoxypyridin-3-yl)-2-(3-fluoroazetidin-1-yl)pyrimidin-4-yl]methyl}-4-methyl-1,3-oxazolidin-2-one), CC1=NNC(=C1B1OC(C(O1)(C)C)(C)C)C (3,5-dimethyl-4-(4,4,5,5-tetramethyl-1,3,2-dioxaborolan-2-yl)-1H-pyrazole), P(=O)([O-])([O-])[O-].[K+].[K+].[K+] (potassium phosphate), (2-dicyclohexylphosphino-2′,4′,6′-triisopropyl-1,1′-biphenyl)[2-(2-aminoethyl)phenyl), [Cl-].[Na+].O.C(C)(=O)OCC (brine ethyl acetate). Reagents/catalysts: [Pd](Cl)Cl (palladium(II) chloride). The solvent is O (H2O), C1CCOC1 (THF). Yields the product FC(C=1C=C(C=C(C1)C(F)(F)F)[C@@H]1[C@@H](N(C(O1)=O)CC1=NC(=NC=C1C=1C(=NC=C(C1)C=1C(=NNC1C)C)OC)N1CC(C1)F)C)(F)F ((4S,5R)-5-[3,5-Bis(trifluoromethyl)phenyl]-3-({5-[5-(3,5-dimethyl-1H-pyrazol-4-yl)-2-methoxypyridin-3-yl]-2-(3-fluoroazetidin-1-yl)pyrimidin-4-yl}methyl)-4-methyl-1,3-oxazolidin-2-one). As a reaction SMILES: [F:1][C:2]([F:42])([F:41])[C:3]1[CH:4]=[C:5]([C@H:13]2[O:17][C:16](=[O:18])[N:15]([CH2:19][C:20]3[C:25]([C:26]4[C:27]([O:33][CH3:34])=[N:28][CH:29]=[C:30](Cl)[CH:31]=4)=[CH:24][N:23]=[C:22]([N:35]4[CH2:38][CH:37]([F:39])[CH2:36]4)[N:21]=3)[C@H:14]2[CH3:40])[CH:6]=[C:7]([C:9]([F:12])([F:11])[F:10])[CH:8]=1.[CH3:43][C:44]1[C:48](B2OC(C)(C)C(C)(C)O2)=[C:47]([CH3:58])[NH:46][N:45]=1.P([O-])([O-])([O-])=O.[K+].[K+].[K+].[Cl-].[Na+].O.C(OCC)(=O)C>[Pd](Cl)Cl.O.C1COCC1>[F:1][C:2]([F:42])([F:41])[C:3]1[CH:4]=[C:5]([C@H:13]2[O:17][C:16](=[O:18])[N:15]([CH2:19][C:20]3[C:25]([C:26]4[C:27]([O:33][CH3:34])=[N:28][CH:29]=[C:30]([C:48]5[C:44]([CH3:43])=[N:45][NH:46][C:47]=5[CH3:58])[CH:31]=4)=[CH:24][N:23]=[C:22]([N:35]4[CH2:38][CH:37]([F:39])[CH2:36]4)[N:21]=3)[C@H:14]2[CH3:40])[CH:6]=[C:7]([C:9]([F:12])([F:11])[F:10])[CH:8]=1 |f:2.3.4.5,6.7.8.9|. Reported procedure: (4S,5R)-5-[3,5-Bis(trifluoromethyl)phenyl]-3-{[5-(5-chloro-2-methoxypyridin-3-yl)-2-(3-fluoroazetidin-1-yl)pyrimidin-4-yl]methyl}-4-methyl-1,3-oxazolidin-2-one (EXAMPLE 1, 0.2 g, 0.323 mmol), 3,5-dimethyl-4-(4,4,5,5-tetramethyl-1,3,2-dioxaborolan-2-yl)-1H-pyrazole (0.0717 g, 0.323 mmol), potassium phosphate (0.103 g, 0.484 mmol), (2-dicyclohexylphosphino-2′,4′,6′-triisopropyl-1,1′-biphenyl)[2-(2-aminoethyl)phenyl)]palladium(II) chloride (XPHOS Biphenyl Precatalyst) (0.0254 g, 0.032 mmol), THF (2...